describe an organic reaction: reactants, conditions, products, and yield From a dataset of the Open Reaction Database (ORD), a public repository of structured organic reaction records. The reactants are CC(=O)N(CC(C)O)c1c(C)cccc1C, O=S(Cl)Cl, c1ccccc1. Yields the product CC(=O)N(CC(C)Cl)c1c(C)cccc1C. As a reaction SMILES: [CH3:5][c:6]1[c:7]([N:13]([C:14]([CH3:15])=[O:16])[CH2:17][CH:18]([CH3:19])[OH:20])[c:8]([CH3:12])[cH:9][cH:10][cH:11]1.[S:1]([Cl:2])([Cl:3])=[O:4].[cH:21]1[cH:22][cH:23][cH:24][cH:25][cH:26]1>>[Cl:3][CH:18]([CH2:17][N:13]([c:7]1[c:6]([CH3:5])[cH:11][cH:10][cH:9][c:8]1[CH3:12])[C:14]([CH3:15])=[O:16])[CH3:19]. The reactants are FC(S(=O)(=O)Cl)(F)F (trifluoromethanesulfonyl chloride), CC(=O)C (acetone), ClC1=C(C=C2CC(C(C2=C1Cl)=O)(C1=CC=CC=C1)C)CC(=O)O ((6,7-dichloro-1-oxo-2-methyl-2-phenyl-5-indanyl)acetic acid). Conditions: time 15 minute. The product is ClC1=C(C=C2CC(C(C2=C1Cl)=O)(C1=CC=CC=C1)C)OS(=O)(=O)C(F)(F)F (6,7-Dichloro-2-methyl-2-phenyl-5-trifluoromethylsulfonyloxy-1-indanone). RXN SMILES: [F:1][C:2]([F:8])([F:7])[S:3](Cl)(=[O:5])=[O:4].[Cl:9][C:10]1[C:18]([Cl:19])=[C:17]2[C:13]([CH2:14][C:15]([CH3:27])([C:21]3[CH:26]=[CH:25][CH:24]=[CH:23][CH:22]=3)[C:16]2=[O:20])=[CH:12][C:11]=1CC(O)=O.CC(C)=[O:34]>>[Cl:9][C:10]1[C:18]([Cl:19])=[C:17]2[C:13]([CH2:14][C:15]([CH3:27])([C:21]3[CH:22]=[CH:23][CH:24]=[CH:25][CH:26]=3)[C:16]2=[O:20])=[CH:12][C:11]=1[O:4][S:3]([C:2]([F:8])([F:7])[F:1])(=[O:34])=[O:5]. Procedure: After ten minutes a solution of trifluoromethanesulfonyl chloride (11.84 g., 0.07 mole) in acetone (150 ml.) is added over 10 minutes. After 15 minutes of stirring the precipitated salts are filtered and the acetone is evaporated at reduced pressure to leave an oil which upon trituration with hexane gives 15 g. of (6,7-dichloro-1-oxo-2-methyl-2-phenyl-5-indanyl)acetic acid which melts at 105°-107° C.